This data is from the Open Reaction Database (ORD), a public repository of structured organic reaction records. The task is: describe an organic reaction: reactants, conditions, products, and yield Starting materials: CC(C)(C)OC(=O)Oc1ccc(C(C)(C)C)c(O)c1, COCCO, CCOC(=O)N=NC(=O)OCC, C1CCOC1, c1ccc(P(c2ccccc2)c2ccccc2)cc1. Yields the product COCCOc1cc(OC(=O)OC(C)(C)C)ccc1C(C)(C)C. RXN SMILES: [C:1]([O:2][C:3]([CH3:4])([CH3:5])[CH3:6])([O:7][c:8]1[cH:9][c:10]([OH:18])[c:11]([C:14]([CH3:15])([CH3:16])[CH3:17])[cH:12][cH:13]1)=[O:19].[CH3:20][O:21][CH2:22][CH2:23][OH:24].[O:44]=[C:45]([O:46][CH2:47][CH3:48])[N:49]=[N:50][C:51]([O:52][CH2:53][CH3:54])=[O:55].[O:56]1[CH2:57][CH2:58][CH2:59][CH2:60]1.[c:25]1([P:26]([c:27]2[cH:28][cH:29][cH:30][cH:31][cH:32]2)[c:33]2[cH:34][cH:35][cH:36][cH:37][cH:38]2)[cH:39][cH:40][cH:41][cH:42][cH:43]1>>[C:1]([O:2][C:3]([CH3:4])([CH3:5])[CH3:6])([O:7][c:8]1[cH:9][c:10]([O:18][CH2:23][CH2:22][O:21][CH3:20])[c:11]([C:14]([CH3:15])([CH3:16])[CH3:17])[cH:12][cH:13]1)=[O:19]. The reactants are C(#C)C1=CC=CC=C1 (ethynylbenzene), COC1=CC=C(C=C1)I (4-methoxy-iodobenzene), cupric iodide. Product: COC1=CC=C(C=C1)C#CC1=CC=CC=C1 (1-methoxy-4-phenylethynylbenzene). Reaction SMILES: [C:1]([C:3]1[CH:8]=[CH:7][CH:6]=[CH:5][CH:4]=1)#[CH:2].[CH3:9][O:10][C:11]1[CH:16]=[CH:15][C:14](I)=[CH:13][CH:12]=1>Cl[Pd](Cl)([P](C1C=CC=CC=1)(C1C=CC=CC=1)C1C=CC=CC=1)[P](C1C=CC=CC=1)(C1C=CC=CC=1)C1C=CC=CC=1>[CH3:9][O:10][C:11]1[CH:16]=[CH:15][C:14]([C:2]#[C:1][C:3]2[CH:8]=[CH:7][CH:6]=[CH:5][CH:4]=2)=[CH:13][CH:12]=1 |^1:20,39|. Procedure details: 112 mg (1.1 mmol) of ethynylbenzene, 259 mg (1.1 mmol) of 4-methoxy-iodobenzene, 2 mg (10 μmol) of cupric iodide and 8 mg (10 μmol) of bis(triphenylphosphine)palladium(II) chloride were added to a round-bottomed flask. The round-bottomed flask was then purged 3 times with argon. 20 ml of distilled triethylamine were then added and the mixture was then stirred for 24 hours. The reaction medium was then diluted with 20 ml of a 6M solution of hydrochloric acid then extracted three times with 20 ml ... Reaction conditions: time 24 hour. The reagents and catalysts are Cl[Pd]([P](C1=CC=CC=C1)(C2=CC=CC=C2)C3=CC=CC=C3)([P](C4=CC=CC=C4)(C5=CC=CC=C5)C6=CC=CC=C6)Cl (bis(triphenylphosphine)palladium(II) chloride). Yield: 97.0%. The reactants are FC(F)=S, C[Si-](C)(C)(F)F, CC#N, CN(C)[S+](N(C)C)N(C)C. The product is FC(F)(F)[S-], CN(C)[S+](N(C)C)N(C)C. Reaction SMILES: [C:1](=[S:2])([F:3])[F:4].[CH3:15][Si-:16]([CH3:17])([F:18])([F:19])[CH3:20].[CH3:21][C:22]#[N:23].[CH3:5][N:6]([S+:7]([N:8]([CH3:9])[CH3:10])[N:11]([CH3:12])[CH3:13])[CH3:14]>>[C:1]([S-:2])([F:3])([F:4])[F:18].[CH3:5][N:6]([S+:7]([N:8]([CH3:9])[CH3:10])[N:11]([CH3:12])[CH3:13])[CH3:14]. Reactants: C(C)OC(C(N=O)C(N)=N)=O (carbamimidoyl-nitroso-acetic acid ethyl ester). Reagents/catalysts: [Pd] (Pd/C). Solvent: C(C)O (ethanol). Yields the product C(C)OC(C(C(N)=N)N)=O (Amino-carbamimidoyl-acetic acid ethyl ester). RXN SMILES: [CH2:1]([O:3][C:4](=[O:11])[CH:5]([C:8](=[NH:10])[NH2:9])[N:6]=O)[CH3:2]>C(O)C.[Pd]>[CH2:1]([O:3][C:4](=[O:11])[CH:5]([NH2:6])[C:8](=[NH:9])[NH2:10])[CH3:2]. Procedure details: To a solution of carbamimidoyl-nitroso-acetic acid ethyl ester (5.5 g, 31.4 mmol) in ethanol/5M HCl (1:1 ratio, 250 ml) was added 10% Pd/C (1.3 g). The reaction mixture was hydrogenated (H2(g)) at low pressure over 2 nights. The Pd/C was filtered through Celite® (filter material) and the filtrate reduced in vacuo to give the title compound as a white solid. This was taken through to the next step as crude. The reactants are BrC=C(C)C1=CC(=CC=C1)F (1-(1-Bromoprop-1-en-2-yl)-3-fluorobenzene), ClC1=CC=2C3=C(NC2C=C1)CCN(C3)C (8-Chloro-2-methyl-2,3,4,5-tetrahydro-1H-pyrido[4,3-b]indole), N1[C@H](C(=O)O)CCC1 (L-proline), P(=O)([O-])([O-])[O-].[K+].[K+].[K+] (potassium phosphate). Reagents/catalysts: [Cu]I (Copper (I) iodide). Run in CN(C)C=O (DMF). Conditions: time 10 minute. Product: ClC1=CC=2C3=C(N(C2C=C1)\C=C(\C)/C1=CC(=CC=C1)F)CCN(C3)C ((Z)-8-chloro-5-(2-(3-fluorophenyl)prop-1-enyl)-2-methyl-2,3,4,5-tetrahydro-1H-pyrido[4,3-b]indole). Reaction SMILES: [Cl:1][C:2]1[CH:10]=[CH:9][C:8]2[NH:7][C:6]3[CH2:11][CH2:12][N:13]([CH3:15])[CH2:14][C:5]=3[C:4]=2[CH:3]=1.N1CCC[C@H]1C(O)=O.P([O-])([O-])([O-])=O.[K+].[K+].[K+].Br[CH:33]=[C:34]([C:36]1[CH:41]=[CH:40][CH:39]=[C:38]([F:42])[CH:37]=1)[CH3:35]>CN(C=O)C.[Cu]I>[Cl:1][C:2]1[CH:10]=[CH:9][C:8]2[N:7](/[CH:33]=[C:34](\[C:36]3[CH:41]=[CH:40][CH:39]=[C:38]([F:42])[CH:37]=3)/[CH3:35])[C:6]3[CH2:11][CH2:12][N:13]([CH3:15])[CH2:14][C:5]=3[C:4]=2[CH:3]=1 |f:2.3.4.5|. Reported procedure: 8-Chloro-2-methyl-2,3,4,5-tetrahydro-1H-pyrido[4,3-b]indole (220 mg, 1 mmol) was dissolved in DMF. Copper (I) iodide (19 mg, 0.1 mmol), L-proline (23 mg, 0.2 mmol) and potassium phosphate (424 mg, 2 mmol) were added and the reaction mixture was stirred for 10 min. at RT. 1-(1-Bromoprop-1-en-2-yl)-3-fluorobenzene (258 mg, 1.2 mmol) was added dropwise and the reaction mixture was purged with nitrogen. The reaction mixture was heated overnight at 85° C. (prolonged heating in some cases was required...